This data is from the Open Reaction Database (ORD), a public repository of structured organic reaction records. The task is: describe an organic reaction: reactants, conditions, products, and yield Yields the product CC(N)C(=O)N(C)Cc1ccccc1. The reactants are CC(NC(=O)OC(C)(C)C)C(=O)N(C)Cc1ccccc1, ClCCl. As a reaction SMILES: [CH2:1]([c:2]1[cH:3][cH:4][cH:5][cH:6][cH:7]1)[N:8]([C:9]([CH:10]([CH3:11])[NH:12][C:13](=[O:14])[O:15][C:16]([CH3:17])([CH3:18])[CH3:19])=[O:20])[CH3:21].[Cl:22][CH2:23][Cl:24]>>[CH2:1]([c:2]1[cH:3][cH:4][cH:5][cH:6][cH:7]1)[N:8]([C:9]([CH:10]([CH3:11])[NH2:12])=[O:20])[CH3:21]. Starting materials: C(C1=CC=CC=C1)OC1=C(C=NC=C1)[N+](=O)[O-] (4-(benzyloxy)-3-nitropyridine), [NH4+].[Cl-] (NH4Cl), C1CCOC1 (THF), O (H2O). The reagents and catalysts are [Fe] (Fe). The solvent is CO (MeOH). The product is C(C1=CC=CC=C1)OC1=C(C=NC=C1)N (4-(benzyloxy)pyridin-3-amine). The yield is 81.8%. As a reaction SMILES: [CH2:1]([O:8][C:9]1[CH:14]=[CH:13][N:12]=[CH:11][C:10]=1[N+:15]([O-])=O)[C:2]1[CH:7]=[CH:6][CH:5]=[CH:4][CH:3]=1.[NH4+].[Cl-].C1COCC1.O>CO.[Fe]>[CH2:1]([O:8][C:9]1[CH:14]=[CH:13][N:12]=[CH:11][C:10]=1[NH2:15])[C:2]1[CH:3]=[CH:4][CH:5]=[CH:6][CH:7]=1 |f:1.2|. Reported procedure: To a solution of 4-(benzyloxy)-3-nitropyridine (42.0 g, 0.18 mol), Fe (30.6 g, 0.55 mol) and NH4Cl (48.8 g, 0.91 mol) in MeOH:THF:H2O=(2:2:1, 750 mL) was stirred at reflux for 3 h. After being filtered and concentrated in vacuum, the residue was purified by column chromatography (DCM:MeOH=10:1) to give to give the pure 4-(benzyloxy)pyridin-3-amine (29.5 g, yield: 80.7%). 1H-NMR (CDCl3, 400 MHz) δ 8.25 (s, 1H), 7.88 (s, 1H), 7.20˜7.65 (m, 5H), 6.89 (s, 1H), 5.18 (s, 2H). MS (M+H)+: 201. Reactants: OC(CCCCC)C=1C=C(OCC(CSCCCC(=O)OCC)O)C=CC1 (Ethyl S-[3-(3-{1-hydroxyhexyl}-phenoxy)-2-hydroxypropyl]-4-mercaptobutyrate), CO (methanol), [OH-].[Na+] (sodium hydroxide). Run in O (water). The product is OC(CCCCC)C=1C=C(OCC(CSCCCC(=O)O)O)C=CC1 (S-[3-(3-{1-Hydroxyhexyl}-phenoxy)-2-hydroxypropyl]-4-mercaptobutyric acid). Reaction SMILES: [OH:1][CH:2]([C:8]1[CH:9]=[C:10]([CH:25]=[CH:26][CH:27]=1)[O:11][CH2:12][CH:13]([OH:24])[CH2:14][S:15][CH2:16][CH2:17][CH2:18][C:19]([O:21]CC)=[O:20])[CH2:3][CH2:4][CH2:5][CH2:6][CH3:7].CO.[OH-].[Na+]>O>[OH:1][CH:2]([C:8]1[CH:9]=[C:10]([CH:25]=[CH:26][CH:27]=1)[O:11][CH2:12][CH:13]([OH:24])[CH2:14][S:15][CH2:16][CH2:17][CH2:18][C:19]([OH:21])=[O:20])[CH2:3][CH2:4][CH2:5][CH2:6][CH3:7] |f:2.3|. Reported procedure: 10.0 g. Ethyl S-[3-(3-{1-hydroxyhexyl}-phenoxy)-2-hydroxypropyl]-4-mercaptobutyrate are stirred for 2 hours at 50° C. with 50 ml. methanol and 50 ml. 2M aqueous sodium hydroxide solution. The solvent is subsequently stripped off and the residue is taken up in water and extracted three times with ethyl acetate. The aqueous phase is acidified with 2M hydrochloric acid and extracted three times with ethyl acetate. The organic phase is washed natural, dried and evaporated. There are obtained 7.4 g. ... Starting materials: C(C)(C)(C)OC(=O)NCCN1N=C(C(C1)C1=CC=CC=C1)C1=CC=C(C=C1)Cl (1-[2-((tert-butoxycarbonyl)amino)ethyl]-3-(4-chlorophenyl)-4,5-dihydro-4-phenyl-1H-pyrazole), FC(C(=O)O)(F)F (trifluoroacetic acid). As a reaction SMILES: C(OC([NH:8][CH2:9][CH2:10][N:11]1[CH2:15][CH:14]([C:16]2[CH:21]=[CH:20][CH:19]=[CH:18][CH:17]=2)[C:13]([C:22]2[CH:27]=[CH:26][C:25]([Cl:28])=[CH:24][CH:23]=2)=[N:12]1)=O)(C)(C)C.FC(F)(F)C(O)=O>ClCCl>[NH2:8][CH2:9][CH2:10][N:11]1[CH2:15][CH:14]([C:16]2[CH:21]=[CH:20][CH:19]=[CH:18][CH:17]=2)[C:13]([C:22]2[CH:23]=[CH:24][C:25]([Cl:28])=[CH:26][CH:27]=2)=[N:12]1. The solvent is ClCCl (dichloromethane). Procedure: Part B: To a solution of 1-[2-((tert-butoxycarbonyl)amino)ethyl]-3-(4-chlorophenyl)-4,5-dihydro-4-phenyl-1H-pyrazole (1.91 gram, 4.8 mmol) in dichloromethane (50 ml) was added trifluoroacetic acid (5 ml) and the resulting solution was stirred at room temperature for 5 hours. After concentration in vacuo the residue was dissolved in ethylacetate and washed with 2 N sodium hydroxide solution. The ethyl acetate layer was dried over magnesium sulfate, filtered and concentrated in vacuo to afford 1-(... Isolated yield 100.1%. Yields the product NCCN1N=C(C(C1)C1=CC=CC=C1)C1=CC=C(C=C1)Cl (1-(2-aminoethyl)-3-(4-chlorophenyl)-4,5-dihydro-4-phenyl-1H-pyrazole). Conditions: time 5 hour. Starting materials: CCOC(=O)c1cnc(C(C)(C)C)nc1N1CCOCC1, C1CCOC1, CCO, [Li+], [OH-], O, O. Yields the product CC(C)(C)c1ncc(C(=O)O)c(N2CCOCC2)n1. As a reaction SMILES: [C:1]([CH3:2])([CH3:3])([CH3:4])[c:5]1[n:6][cH:7][c:8]([C:17](=[O:18])[O:19][CH2:20][CH3:21])[c:9]([N:11]2[CH2:12][CH2:13][O:14][CH2:15][CH2:16]2)[n:10]1.[CH2:25]1[O:26][CH2:27][CH2:28][CH2:29]1.[CH3:30][CH2:31][OH:32].[Li+:23].[OH-:22].[OH2:24].[OH2:33]>>[C:1]([CH3:2])([CH3:3])([CH3:4])[c:5]1[n:6][cH:7][c:8]([C:17](=[O:18])[OH:19])[c:9]([N:11]2[CH2:12][CH2:13][O:14][CH2:15][CH2:16]2)[n:10]1.